Dataset: the Open Reaction Database (ORD), a public repository of structured organic reaction records. Task: describe an organic reaction: reactants, conditions, products, and yield Reactants: NC=1C(=CC2=C(N(C(S2)=O)CC#C)C1)F (5-amino-6-fluoro-3-(2-propynyl)-2-benzothiazolinone), C=C1CC(=O)O1 (diketene), N1(CCCC1)C1=CC=NC=C1 (4-pyrrolidinopyridine). The solvent is C1=CC=CC=C1 (benzene). Conditions: time 30 minute. The product is C(CC(=O)C)(=O)NC=1C(=CC2=C(N(C(S2)=O)CC#C)C1)F (5-acetoacetylamino-6-fluoro-3-(2-propynyl)-2-benzothiazolinone). RXN SMILES: [NH2:1][C:2]1[C:3]([F:15])=[CH:4][C:5]2[S:9][C:8](=[O:10])[N:7]([CH2:11][C:12]#[CH:13])[C:6]=2[CH:14]=1.[CH2:16]=[C:17]1[O:21][C:19](=[O:20])[CH2:18]1.N1(C2C=CN=CC=2)CCCC1>C1C=CC=CC=1>[C:19]([NH:1][C:2]1[C:3]([F:15])=[CH:4][C:5]2[S:9][C:8](=[O:10])[N:7]([CH2:11][C:12]#[CH:13])[C:6]=2[CH:14]=1)(=[O:20])[CH2:18][C:17]([CH3:16])=[O:21]. Procedure: A suspension of 4.7 g of 5-amino-6-fluoro-3-(2-propynyl)-2-benzothiazolinone, 1.93 g of diketene and 0.05 g of 4-pyrrolidinopyridine in 250 ml of benzene is stirred at room temperature for 30 minutes and subsequently held at 50° C. for 30 minutes. In this manner there is obtained a solution of 5-acetoacetylamino-6-fluoro-3-(2-propynyl)-2-benzothiazolinone which is used as such in the next reaction step without isolation of the product. Yields the product CC=1C=NC=CC1NN1C=CC2=CC=CC=C12 (N-(3-Methyl-4-pyridinyl)-1H-indol-1-amine). The reactants are N1(C=CC2=CC=CC=C12)N (1H-indol-1-amine), Cl.ClC1=C(C=NC=C1)C (4-chloro-3-methylpyridine hydrochloride). Reported procedure: The title compound was prepared from 1H-indol-1-amine and 4-chloro-3-methylpyridine hydrochloride in isopropanol at 90° C. for 6 hours in substantially the same manner as in Example 1, m.p. 78°-80° C. Reaction SMILES: [N:1]1([NH2:10])[C:9]2[C:4](=[CH:5][CH:6]=[CH:7][CH:8]=2)[CH:3]=[CH:2]1.Cl.Cl[C:13]1[CH:18]=[CH:17][N:16]=[CH:15][C:14]=1[CH3:19]>C(O)(C)C>[CH3:19][C:14]1[CH:15]=[N:16][CH:17]=[CH:18][C:13]=1[NH:10][N:1]1[C:9]2[C:4](=[CH:5][CH:6]=[CH:7][CH:8]=2)[CH:3]=[CH:2]1 |f:1.2|. Solvent: C(C)(C)O (isopropanol).